Dataset: the Open Reaction Database (ORD), a public repository of structured organic reaction records. Task: describe an organic reaction: reactants, conditions, products, and yield Starting materials: Br, CC(=O)O, O=N[O-], Nc1ccc2ccc([N+](=O)[O-])cc2c1, [Na+], O=S(=O)(O)O. The product is O=[N+]([O-])c1ccc2ccc(Br)cc2c1. As a reaction SMILES: [BrH:23].[CH3:5][C:6](=[O:7])[OH:8].[N:1]([O-:2])=[O:3].[NH2:9][c:10]1[cH:11][cH:12][c:13]2[cH:14][cH:15][c:16]([N+:20](=[O:21])[O-:22])[cH:17][c:18]2[cH:19]1.[Na+:4].[S:24](=[O:25])(=[O:26])([OH:27])[OH:28]>>[c:10]1([Br:23])[cH:11][cH:12][c:13]2[cH:14][cH:15][c:16]([N+:20](=[O:21])[O-:22])[cH:17][c:18]2[cH:19]1. Reactants: C(=CCC)C(=C1C=CC=C1)C (6-butenyl-6-methylfulvene), C1=CC=CC1=C (fulvene), CCOCC (ether), C(C)(C)(C)C1=C(C=2CC3=CC(=CC=C3C2C=C1)C(C)(C)C)[Li] (2,7-di-tert-butylfluorenyl lithium). Run in CCCCC (pentane). Conditions: temperature 0 celsius, time 12 hour. Product: CC(C1=C(C=CC=2C3=CC=C(C=C3CC12)C(C)(C)C)C(C)(C)C)(C1C=CC=C1)CCC=C (1-(methyl)-1-(3-butenyl)-1-(cyclopentadienyl)-1-(2,7-di-tert-butylfluorenyl)methane). RXN SMILES: [CH:1]([C:5]([CH3:11])=[C:6]1[CH:10]=[CH:9][CH:8]=[CH:7]1)=[CH:2][CH2:3][CH3:4].CCOCC.[C:17]([C:21]1[CH:33]=[CH:32][C:31]2[C:30]3[C:25](=[CH:26][C:27]([C:34]([CH3:37])([CH3:36])[CH3:35])=[CH:28][CH:29]=3)[CH2:24][C:23]=2[C:22]=1[Li])([CH3:20])([CH3:19])[CH3:18].C1C(=C)C=CC=1>CCCCC>[CH3:11][C:5]([CH2:1][CH2:2][CH:3]=[CH2:4])([CH:6]1[CH:7]=[CH:8][CH:9]=[CH:10]1)[C:33]1[C:32]2[CH2:24][C:25]3[C:30](=[CH:29][CH:28]=[C:27]([C:34]([CH3:35])([CH3:36])[CH3:37])[CH:26]=3)[C:31]=2[CH:23]=[CH:22][C:21]=1[C:17]([CH3:19])([CH3:18])[CH3:20]. Procedure details: Another one-liter flask fitted with an addition funnel is charged with 6-butenyl-6-methylfulvene (37 g, 253 mmol) and a stir bar, and cooled to 0° C. under a nitrogen atmosphere. The ether solution of 2,7-di-tert-butylfluorenyl lithium prepared as above is added in a dropwise fashion to the fulvene at 0° C. via the addition funnel over the course of approximately one hour. The resulting dark-colored reaction mixture is warmed to room temperature and stirred overnight (at least about 12 hours) un... Starting materials: CC1(CCCCC1)C(=O)NC(CC(=O)OCC1=CC=CC=C1)C(C)=O (benzyl 3-(1-methylcyclohexylcarbonylamino)-4-oxovalerate), P(=O)(Cl)(Cl)Cl (phosphorus oxychloride). The solvent is C1(=CC=CC=C1)C (toluene). Run at time 4 hour. The product is CC1=C(N=C(O1)C1(CCCCC1)C)CC(=O)OCC1=CC=CC=C1 (benzyl 5-methyl-2-(1-methylcyclohexyl)- 4-oxazoleacetate). As a reaction SMILES: [CH3:1][C:2]1([C:8]([NH:10][CH:11]([C:23](=[O:25])[CH3:24])[CH2:12][C:13]([O:15][CH2:16][C:17]2[CH:22]=[CH:21][CH:20]=[CH:19][CH:18]=2)=[O:14])=O)[CH2:7][CH2:6][CH2:5][CH2:4][CH2:3]1.P(Cl)(Cl)(Cl)=O>C1(C)C=CC=CC=1>[CH3:24][C:23]1[O:25][C:8]([C:2]2([CH3:1])[CH2:7][CH2:6][CH2:5][CH2:4][CH2:3]2)=[N:10][C:11]=1[CH2:12][C:13]([O:15][CH2:16][C:17]1[CH:22]=[CH:21][CH:20]=[CH:19][CH:18]=1)=[O:14]. Procedure: A mixture of benzyl 3-(1-methylcyclohexylcarbonylamino)-4-oxovalerate (1.2 g), toluene (20 ml) and phosphorus oxychloride (2.0 ml) was refluxed with stirring for 4 hours. The solvent was distilled off and aqueous sodium hydrogen carbonate was added. The mixture was extracted with ethyl ether and the ethyl ether layer was washed with water and dried over anhydrous magnesium sulfate. The solvent was then distilled off and the residue was purified by chromatography on silica gel (13 g) [eluent: hex...